Dataset: the Open Reaction Database (ORD), a public repository of structured organic reaction records. Task: describe an organic reaction: reactants, conditions, products, and yield Procedure details: 1-Benzyl-azetidine-3,3-dicarboxylic acid was prepared by following the literature procedure (Miller, R. A.; et al. Syn. Comm. 2003, 33, 3347). To a solution of 4-(6,7-dimethoxy-quinolinyloxy)-phenylamine (4.2 mmol, 1 equiv.) and 4-fluoroaniline (4.2 mmol, 1 equiv.) in DMF (20 mL) was charged with DIEA (12.6 mmol, 3 equiv.) and a solution of 1-benzyl-azetidine-3,3-dicarboxylic acid (4.2 mmol, 1 equiv.) in DMF (10 mL). The reaction mixture was allowed to stir at RT and monitored by LCMS. The react... RXN SMILES: [CH3:1][O:2][C:3]1[CH:4]=[C:5]2[C:10](=[CH:11][C:12]=1[O:13][CH3:14])[N:9]=[C:8](OC1C=CC(N)=CC=1)[CH:7]=[CH:6]2.[F:23][C:24]1[CH:30]=[CH:29][C:27]([NH2:28])=[CH:26][CH:25]=1.CC[N:33]([CH:37]([CH3:39])[CH3:38])C(C)C.[CH2:40]([N:47]1[CH2:50][C:49]([C:54]([OH:56])=[O:55])([C:51]([OH:53])=[O:52])[CH2:48]1)[C:41]1[CH:46]=[CH:45][CH:44]=[CH:43][CH:42]=1>CN(C=O)C.C(OCC)(=O)C>[CH2:40]([N:47]1[CH2:48][C:49]([C:51]([OH:53])=[O:52])([C:54]([OH:56])=[O:55])[CH2:50]1)[C:41]1[CH:42]=[CH:43][CH:44]=[CH:45][CH:46]=1.[CH3:1][O:2][C:3]1[CH:4]=[C:5]2[C:10](=[CH:11][C:12]=1[O:13][CH3:14])[N:9]=[CH:8][CH:7]=[C:6]2[O:2][C:3]1[CH:4]=[CH:38][C:37]([NH:33][C:54]([C:49]2([C:51]([NH:28][C:27]3[CH:29]=[CH:30][C:24]([F:23])=[CH:25][CH:26]=3)=[O:53])[CH2:48][N:47]([CH2:40][C:41]3[CH:42]=[CH:43][CH:44]=[CH:45][CH:46]=3)[CH2:50]2)=[O:56])=[CH:39][CH:12]=1. Run in CN(C)C=O (DMF), C(C)(=O)OCC (ethyl acetate), CN(C)C=O (DMF). Isolated yield 23.5%. Reaction conditions: time 6 hour. Yields the product C(C1=CC=CC=C1)N1CC(C1)(C(=O)O)C(=O)O (1-Benzyl-azetidine-3,3-dicarboxylic acid), COC=1C=C2C(=CC=NC2=CC1OC)OC1=CC=C(C=C1)NC(=O)C1(CN(C1)CC1=CC=CC=C1)C(=O)NC1=CC=C(C=C1)F (N-(4-{[6,7-bis(methyloxy)quinolin-4-yl]oxy}phenyl)-N′-(4-fluorophenyl)-1-(phenylmethyl)azetidine-3,3-dicarboxamide). The reactants are COC=1C=C2C=CC(=NC2=CC1OC)OC1=CC=C(C=C1)N (4-(6,7-dimethoxy-quinolinyloxy)-phenylamine), FC1=CC=C(N)C=C1 (4-fluoroaniline), CCN(C(C)C)C(C)C (DIEA), C(C1=CC=CC=C1)N1CC(C1)(C(=O)O)C(=O)O (1-benzyl-azetidine-3,3-dicarboxylic acid).